Dataset: the Open Reaction Database (ORD), a public repository of structured organic reaction records. Task: describe an organic reaction: reactants, conditions, products, and yield Reactants: O=C1C=CCCCCCCCCCCCCC1, [H][H]. Product: O=C1CCCCCCCCCCCCCCC1. RXN SMILES: [C:1]1(=[O:17])[CH:2]=[CH:3][CH2:4][CH2:5][CH2:6][CH2:7][CH2:8][CH2:9][CH2:10][CH2:11][CH2:12][CH2:13][CH2:14][CH2:15][CH2:16]1.[H:18][H:19]>>[C:1]1(=[O:17])[CH2:2][CH2:3][CH2:4][CH2:5][CH2:6][CH2:7][CH2:8][CH2:9][CH2:10][CH2:11][CH2:12][CH2:13][CH2:14][CH2:15][CH2:16]1. Starting materials: N1(CCCCC1)C=1C=CC=2N(N1)C(=NN2)C=2C=C(N)C=CC2 (3-[6-(piperidin-1-yl)-1,2,4-triazolo[4,3-b]pyridazine-3-yl]aniline), C(C)(=O)OC(C)=O (acetic anhydride). Reaction conditions: time 6 hour. Product: N1(CCCCC1)C=1C=CC=2N(N1)C(=NN2)C=2C=C(NC(C)=O)C=CC2 (3′-[6-(piperidin-1-yl)-1,2,4-triazolo[4,3-b]pyridazin-3-yl]acetoanilide). As a reaction SMILES: [N:1]1([C:7]2[CH:8]=[CH:9][C:10]3[N:11]([C:13]([C:16]4[CH:17]=[C:18]([CH:20]=[CH:21][CH:22]=4)[NH2:19])=[N:14][N:15]=3)[N:12]=2)[CH2:6][CH2:5][CH2:4][CH2:3][CH2:2]1.[C:23](OC(=O)C)(=[O:25])[CH3:24]>>[N:1]1([C:7]2[CH:8]=[CH:9][C:10]3[N:11]([C:13]([C:16]4[CH:17]=[C:18]([CH:20]=[CH:21][CH:22]=4)[NH:19][C:23](=[O:25])[CH3:24])=[N:14][N:15]=3)[N:12]=2)[CH2:2][CH2:3][CH2:4][CH2:5][CH2:6]1. Procedure: A mixture of 3-[6-(piperidin-1-yl)-1,2,4-triazolo[4,3-b]pyridazine-3-yl]aniline (180 mg) and acetic anhydride (3 ml) was stirred at room temperature for 6 hours. The reaction solution was concentrated under reduced pressure, and the resultant crude crystals were washed with diethyl ether to obtain 3′-[6-(piperidin-1-yl)-1,2,4-triazolo[4,3-b]pyridazin-3-yl]acetoanilide (190 mg) as colorless crystals. Reactants: [OH-].[Na+] (NaOH), ClC=1C=C(C=C(C1)Cl)C1=NOC(C1)(C(=O)OCC)C (ethyl 3-(3,5-dichlorophenyl)-5-methyl-4,5-dihydro-1,2-oxazole-5-carboxylate), C(C)(=O)OCC (ethyl acetate). Solvent: C(C)O (ethanol). Reaction conditions: time 1 hour. The product is ClC=1C=C(C=C(C1)Cl)C1=NOC(C1)(C(=O)O)C (3-(3,5-Dichlorophenyl)-5-methyl-4,5-dihydro-1,2-oxazole-5-carboxylic acid). As a reaction SMILES: [Cl:1][C:2]1[CH:3]=[C:4]([C:9]2[CH2:13][C:12]([CH3:19])([C:14]([O:16]CC)=[O:15])[O:11][N:10]=2)[CH:5]=[C:6]([Cl:8])[CH:7]=1.[OH-].[Na+].C(OCC)(=O)C>C(O)C>[Cl:1][C:2]1[CH:3]=[C:4]([C:9]2[CH2:13][C:12]([CH3:19])([C:14]([OH:16])=[O:15])[O:11][N:10]=2)[CH:5]=[C:6]([Cl:8])[CH:7]=1 |f:1.2|. Reported procedure: 5.00 g (16.55 mmol) of ethyl 3-(3,5-dichlorophenyl)-5-methyl-4,5-dihydro-1,2-oxazole-5-carboxylate were dissolved in 50 ml of ethanol, and 24.82 ml of 1N NaOH were then added. After 1 h of stirring at RT, the solvent was removed, 100 ml of water were added and the aqueous phase was adjusted to pH 2 by addition of 2N HCl. The product formed was obtained by extraction with 100 ml of ethyl acetate, drying the organic phase over Na2SO4, filtration and concentration. Starting materials: NCC1=CC=C(C(=O)N2[C@H](C[C@H](C3=CC=CC=C23)N(C(C)=O)C2=CC=C(C=C2)Cl)C)C=C1 (N-{(2S,4R)-1-[4-(aminomethyl)benzoyl]-2-methyl-1,2,3,4-tetrahydroquinolin-4-yl}-N-(4-chlorophenyl)acetamide), FC(C1=NC=C(CCl)C=C1)(F)F (6-trifluoromethyl nicotinyl chloride). Yields the product nitrile, ClC1=CC=C(C=C1)N(C(C)=O)[C@@H]1C[C@@H](N(C2=CC=CC=C12)C(C1=CC=C(C=C1)C#N)=O)C (N-(4-chloro-phenyl)-N-[(2S,4R)-1-(4-cyano-benzoyl)-2-methyl-1,2,3,4-tetrahydro-quinolin-4-yl]-acetamide). Reaction SMILES: [NH2:1][CH2:2][C:3]1[CH:32]=[CH:31][C:6]([C:7]([N:9]2[C:18]3[C:13](=[CH:14][CH:15]=[CH:16][CH:17]=3)[C@H:12]([N:19]([C:23]3[CH:28]=[CH:27][C:26]([Cl:29])=[CH:25][CH:24]=3)[C:20](=[O:22])[CH3:21])[CH2:11][C@@H:10]2[CH3:30])=[O:8])=[CH:5][CH:4]=1.FC(F)(F)C1C=CC(CCl)=CN=1>>[Cl:29][C:26]1[CH:25]=[CH:24][C:23]([N:19]([C@H:12]2[C:13]3[C:18](=[CH:17][CH:16]=[CH:15][CH:14]=3)[N:9]([C:7](=[O:8])[C:6]3[CH:5]=[CH:4][C:3]([C:2]#[N:1])=[CH:32][CH:31]=3)[C@@H:10]([CH3:30])[CH2:11]2)[C:20](=[O:22])[CH3:21])=[CH:28][CH:27]=1. Reported procedure: N-{(2S,4R)-1-[4-(aminomethyl)benzoyl]-2-methyl-1,2,3,4-tetrahydroquinolin-4-yl}-N-(4-chlorophenyl)acetamide was made following general procedure H, substituting 4-cyanobenzoyl chloride for 6-trifluoromethyl nicotinyl chloride. The rest of the procedure is followed as indicated in general procedure H to yield the corresponding nitrile, N-(4-chloro-phenyl)-N-[(2S,4R)-1-(4-cyano-benzoyl)-2-methyl-1,2,3,4-tetrahydro-quinolin-4-yl]-acetamide. N-(4-Chloro-phenyl)-N-[(2S,4R)-1-(4-cyano-benzoyl)-2-methy... Reactants: CC(=O)C (acetone), [OH-].[Na+] (sodium hydroxide), O (water), BrCC(C(C(C1=CC=C(C=C1)OC)Cl)(C)C)=O (4-bromo-2,2-dimethyl-1-chloro-1-(4-methoxyphenyl)-3-butanone). Run at temperature 25 celsius, time 12 hour. Yields the product CC1(C(C1C1=CC=C(C=C1)OC)C(=O)O)C (2,2-dimethyl-3-(4-methoxyphenyl)cyclopropanecarboxylic acid). Isolated yield 69.0%. As a reaction SMILES: CC(C)=O.[OH-:5].[Na+].Br[CH2:8][C:9](=O)[C:10]([CH3:22])([CH3:21])[CH:11](Cl)[C:12]1[CH:17]=[CH:16][C:15]([O:18][CH3:19])=[CH:14][CH:13]=1.[OH2:24]>>[CH3:21][C:10]1([CH3:22])[CH:11]([C:12]2[CH:17]=[CH:16][C:15]([O:18][CH3:19])=[CH:14][CH:13]=2)[CH:9]1[C:8]([OH:24])=[O:5] |f:1.2|. Procedure: 100 ml of acetone are added to a solution of 35.3 g (0.882 mol) of sodium hydroxide in 317 ml of water. Then, at 25° C., 26.5 g (0.083 mol) of 4-bromo-2,2-dimethyl-1-chloro-1-(4-methoxyphenyl)-3-butanone are added dropwise. The mixture is stirred at 25° C. for a further 12 hours, poured onto water and extracted with methylene chloride. The aqueous phase is acidified and extracted again. 12.6 g (69% of theory) of 2,2-dimethyl-3-(4-methoxyphenyl)cyclopropanecarboxylic acid of melting point 115° C....